Dataset: the Open Reaction Database (ORD), a public repository of structured organic reaction records. Task: describe an organic reaction: reactants, conditions, products, and yield The reactants are N1C(=NC2=C1C=CC=C2)N(C2CCC(CC2)C(C)(C)C)CC2=CC=C(C(=O)O)C=C2 (4-{[1H-Benzimidazol-2-yl(4-tert-butylcyclohexyl)amino]methyl}benzoic acid), hydrochloride salt, C(C)(C)(C)OC(CCN)=O (β-alanine tert-butyl ester), C=1C=CC2=C(C1)N=NN2O (HOBt), C(CCl)Cl (EDC), CCN(C(C)C)C(C)C (DIEA). Solvent: CN(C)C=O (DMF). Reaction conditions: time 8 hour. The product is N1C(=NC2=C1C=CC=C2)N(C2CCC(CC2)C(C)(C)C)CC2=CC=C(C(=O)NCCC(=O)O)C=C2 (N-(4-{[1H-Benzimidazol-2-yl(4-tert-butylcyclohexyl)amino]methyl}benzoyl)-β-alanine). RXN SMILES: [NH:1]1[C:5]2[CH:6]=[CH:7][CH:8]=[CH:9][C:4]=2[N:3]=[C:2]1[N:10]([CH2:21][C:22]1[CH:30]=[CH:29][C:25]([C:26](O)=[O:27])=[CH:24][CH:23]=1)[CH:11]1[CH2:16][CH2:15][CH:14]([C:17]([CH3:20])([CH3:19])[CH3:18])[CH2:13][CH2:12]1.C([O:35][C:36](=[O:40])[CH2:37][CH2:38][NH2:39])(C)(C)C.C1C=CC2N(O)N=NC=2C=1.C(Cl)CCl.CCN(C(C)C)C(C)C>CN(C=O)C>[NH:1]1[C:5]2[CH:6]=[CH:7][CH:8]=[CH:9][C:4]=2[N:3]=[C:2]1[N:10]([CH2:21][C:22]1[CH:30]=[CH:29][C:25]([C:26]([NH:39][CH2:38][CH2:37][C:36]([OH:35])=[O:40])=[O:27])=[CH:24][CH:23]=1)[CH:11]1[CH2:16][CH2:15][CH:14]([C:17]([CH3:20])([CH3:18])[CH3:19])[CH2:13][CH2:12]1. Procedure: To a solution of the title compound of Example 1 Step D (0.1 mmol, 41 mg), the hydrochloride salt of β-alanine tert-butyl ester (0.15 mmol, 27 mg), HOBt (0.25 mmol, 38 mg) and EDC (0.4 mmol, 77 mg) in 1 mL of DMF was added DIEA (0.5 mmol, 90 μL). The reaction mixture was allowed to stand at ambient temperature overnight, then partitioned into EtOAc/H2O. The aqueous phase was washed with EtOAc, and the combined organic phase was dried with MgSO4 and the solvent was removed under reduced pressure.... Reactants: NCC(CNC1=CC(=NC2=CC=C(C=C12)C)N1CCS(C2=C(C1)C=CC=C2)(=O)=O)O (1-Amino-3-{[2-(1,1-dioxido-2,3-dihydro-1,4-benzothiazepin-4(5H)-yl)-6-methylquinolin-4-yl]amino}propan-2-ol), C(C)(=O)[O-].[K+] (potassium acetate), Cl (hydrochloric acid), N#CBr (cyanogen bromide). Run in O (water), CO (methanol). Conditions: time 3 hour. Product: NC=1OC(CN1)CNC1=CC(=NC2=CC=C(C=C12)C)N1CCS(C2=C(C1)C=CC=C2)(=O)=O (N-[(2-Amino-4,5-dihydro-1,3-oxazol-5-yl)methyl]-2-(1,1-dioxido-2,3-dihydro-1,4-benzothiazepin-4(5H)-yl)-6-methylquinolin-4-amine). The yield is 39.4%. As a reaction SMILES: [NH2:1][CH2:2][CH:3]([OH:30])[CH2:4][NH:5][C:6]1[C:15]2[C:10](=[CH:11][CH:12]=[C:13]([CH3:16])[CH:14]=2)[N:9]=[C:8]([N:17]2[CH2:23][C:22]3[CH:24]=[CH:25][CH:26]=[CH:27][C:21]=3[S:20](=[O:29])(=[O:28])[CH2:19][CH2:18]2)[CH:7]=1.C([O-])(=O)C.[K+].[N:36]#[C:37]Br.Cl>O.CO>[NH2:36][C:37]1[O:30][CH:3]([CH2:4][NH:5][C:6]2[C:15]3[C:10](=[CH:11][CH:12]=[C:13]([CH3:16])[CH:14]=3)[N:9]=[C:8]([N:17]3[CH2:23][C:22]4[CH:24]=[CH:25][CH:26]=[CH:27][C:21]=4[S:20](=[O:29])(=[O:28])[CH2:19][CH2:18]3)[CH:7]=2)[CH2:2][N:1]=1 |f:1.2|. Procedure: A mixture of 1-amino-3-{[2-(1,1-dioxido-2,3-dihydro-1,4-benzothiazepin-4(5H)-yl)-6-methylquinolin-4-yl]amino}propan-2-ol (80 mg, 0.18 mmol, prepared in analogy to Example 9-7) and potassium acetate (89 mg, 0.91 mmol) in a mixture solution of methanol and water (7 ml, V/V=6/1) was added cyanogen bromide (89 mg, 0.84 mmol) at 0° C. After being stirred at room temperature for 3 hours, the mixture was stirred further with concentrated hydrochloric acid (3 mL) for 1 hour, and then concentrated in vac... Starting materials: CC1(C)c2cc(C#N)ccc2OC1O, ClCCl, O=S(Cl)Cl, c1ccncc1. Product: CC1(C)c2cc(C#N)ccc2OC1Cl. As a reaction SMILES: [C:5](#[N:6])[c:7]1[cH:8][cH:9][c:10]2[c:11]([cH:18]1)[C:12]([CH3:16])([CH3:17])[CH:13]([OH:15])[O:14]2.[Cl:25][CH2:26][Cl:27].[S:1]([Cl:2])([Cl:3])=[O:4].[cH:19]1[cH:20][cH:21][n:22][cH:23][cH:24]1>>[Cl:3][CH:13]1[C:12]([CH3:16])([CH3:17])[c:11]2[c:10]([cH:9][cH:8][c:7]([C:5]#[N:6])[cH:18]2)[O:14]1. Reactants: [Br-], Br, CCOC(C)=O, CC1CCC(=O)c2ccccc21, ClC(Cl)Cl. Product: CC1CC(Br)C(=O)c2ccccc21. RXN SMILES: [Br-:17].[BrH:18].[CH3:19][CH2:20][O:21][C:22](=[O:23])[CH3:24].[CH3:1][CH:2]1[CH2:3][CH2:4][C:5](=[O:12])[c:6]2[cH:7][cH:8][cH:9][cH:10][c:11]21.[CH:13]([Cl:14])([Cl:15])[Cl:16]>>[CH3:1][CH:2]1[CH2:3][CH:4]([Br:17])[C:5](=[O:12])[c:6]2[cH:7][cH:8][cH:9][cH:10][c:11]21. Reactants: COC(=O)CCNC(=NC1=NC=NC2=CC(=C(C=C12)OC)OCCCN1CCOCC1)NC1=C(C=CC=C1C)C (N-(2-methoxycarbonylethyl)-N′-(2,6-dimethylphenyl)-N″-[6-methoxy-7-(3-morpholinopropoxy)quinazolin-4-yl]guanidine), O.[OH-].[Li+] (lithium hydroxide monohydrate), C1CCOC1 (THF), CO (methanol). Run in O (water). Reaction conditions: time 16 hour. The product is C(=O)(O)CCNC(=NC1=NC=NC2=CC(=C(C=C12)OC)OCCCN1CCOCC1)NC1=C(C=CC=C1C)C (N-(2-carboxyethyl)-N′-(2,6-dimethylphenyl)-N″-[6-methoxy-7-(3-morpholinopropoxy)quinazolin-4-yl]guanidine). Yield: 91.8%. Reaction SMILES: C[O:2][C:3]([CH2:5][CH2:6][NH:7][C:8]([NH:32][C:33]1[C:38]([CH3:39])=[CH:37][CH:36]=[CH:35][C:34]=1[CH3:40])=[N:9][C:10]1[C:19]2[C:14](=[CH:15][C:16]([O:22][CH2:23][CH2:24][CH2:25][N:26]3[CH2:31][CH2:30][O:29][CH2:28][CH2:27]3)=[C:17]([O:20][CH3:21])[CH:18]=2)[N:13]=[CH:12][N:11]=1)=[O:4].O.[OH-].[Li+].C1COCC1.CO>O>[C:3]([CH2:5][CH2:6][NH:7][C:8]([NH:32][C:33]1[C:38]([CH3:39])=[CH:37][CH:36]=[CH:35][C:34]=1[CH3:40])=[N:9][C:10]1[C:19]2[C:14](=[CH:15][C:16]([O:22][CH2:23][CH2:24][CH2:25][N:26]3[CH2:27][CH2:28][O:29][CH2:30][CH2:31]3)=[C:17]([O:20][CH3:21])[CH:18]=2)[N:13]=[CH:12][N:11]=1)([OH:4])=[O:2] |f:1.2.3|. Reported procedure: A mixture of N-(2-methoxycarbonylethyl)-N′-(2,6-dimethylphenyl)-N″-[6-methoxy-7-(3-morpholinopropoxy)quinazolin-4-yl]guanidine (0.038 g), lithium hydroxide monohydrate (0.0063 g), THF (1 ml), methanol (0.5 ml) and water (0.5 ml) was stirred at ambient temperature for 16 hours. The mixture was evaporated and the residue was partitioned between water and methylene chloride. The aqueous layer was acidified by the addition of glacial acetic acid and evaporated. The resultant residue was extracted wi... Reactants: FC(C(=O)O)(F)F (Trifluoroacetic acid), FC(C(=O)N[C@@H]([C@H](O)C1=CC=C(C=C1)C=1C=CC(=NC1)C(C)NC(OCC1=CC=CC=C1)=O)CF)F (benzyl (1-(5-(4-((1R,2S)-2-(2,2-difluoroacetamido)-3-fluoro-1-hydroxypropyl)phenyl)pyridin-2-yl)ethyl)carbamate), N1=CC=CC=C1 (pyridine), C1CCOC1 (THF), C(C1=CC=CC=C1)OP(N(C(C)C)C(C)C)OCC1=CC=CC=C1 (bis(benzyloxy)(diisopropylamino)phosphine), S([O-])(O)(=O)=O.[Na+] (sodium bisulfate), OO.O (hydrogen peroxide water). Run in O (water). Run at time 5 minute. Product: C(C1=CC=CC=C1)OP(=O)(OCC1=CC=CC=C1)O[C@@H]([C@@H](CF)NC(C(F)F)=O)C1=CC=C(C=C1)C=1C=CC(=NC1)C(C)NC(OCC1=CC=CC=C1)=O (benzyl (1-(5-(4-((1R,2S)-1-((bis(benzyloxy)-phosphoryl)oxy)-2-(2,2-difluoroacetamido)-3-fluoropropyl)phenyl)pyridin-2-yl)ethyl)carbamate). RXN SMILES: FC(F)(F)C(O)=[O:4].[F:8][CH:9]([F:43])[C:10]([NH:12][C@H:13]([CH2:41][F:42])[C@@H:14]([C:16]1[CH:21]=[CH:20][C:19]([C:22]2[CH:23]=[CH:24][C:25]([CH:28]([NH:30][C:31](=[O:40])[O:32][CH2:33][C:34]3[CH:39]=[CH:38][CH:37]=[CH:36][CH:35]=3)[CH3:29])=[N:26][CH:27]=2)=[CH:18][CH:17]=1)[OH:15])=[O:11].N1C=CC=CC=1.C1COCC1.[CH2:55]([O:62][P:63]([O:71][CH2:72][C:73]1[CH:78]=[CH:77][CH:76]=[CH:75][CH:74]=1)N(C(C)C)C(C)C)[C:56]1[CH:61]=[CH:60][CH:59]=[CH:58][CH:57]=1.OO.O.S(=O)(=O)(O)[O-].[Na+]>O>[CH2:72]([O:71][P:63]([O:15][C@H:14]([C:16]1[CH:17]=[CH:18][C:19]([C:22]2[CH:23]=[CH:24][C:25]([CH:28]([NH:30][C:31](=[O:40])[O:32][CH2:33][C:34]3[CH:35]=[CH:36][CH:37]=[CH:38][CH:39]=3)[CH3:29])=[N:26][CH:27]=2)=[CH:20][CH:21]=1)[C@H:13]([NH:12][C:10](=[O:11])[CH:9]([F:8])[F:43])[CH2:41][F:42])([O:62][CH2:55][C:56]1[CH:57]=[CH:58][CH:59]=[CH:60][CH:61]=1)=[O:4])[C:73]1[CH:74]=[CH:75][CH:76]=[CH:77][CH:78]=1 |f:5.6,7.8|. Procedure: Trifluoroacetic acid (51.6μL) is added to the product of step 3, Example 95A (0.168 g, 0.335 mmol) and pyridine (54.2μL, 0.67 mmol) in THF (4.4 mL, 54 mmol) at 0° C. After 5 minutes, bis(benzyloxy)(diisopropylamino)phosphine (0.219 mL, 0.586 mmol) is added. After allowing to warm to room temperature the mixture is stirred for 1 hour. 30% hydrogen peroxide/water (30:70, 60μL, 0.586 mmol) is added. After 1 hour sodium bisulfate (4 mL) is added and water (10 mL) is added. The reaction mixture is ex... The reactants are CN1CC2=C(N(C=3C=CC(=CC23)C)C#CC2=NC=C(C=C2)C)CC1 (2,8-dimethyl-5-(5-methyl-pyridin-2-ylethynyl)-2,3,4,5-tetrahydro-1H-pyrido[4,3-b]indole). The reagents and catalysts are [Pd] (Pd/C). Run in CO (MeOH). The product is CN1CC2=C(N(C=3C=CC(=CC23)C)CCC2=NC=C(C=C2)C)CC1 (2,8-dimethyl-5-[2-(5-methyl-pyridin-2-yl)-ethyl]-2,3,4,5-tetrahydro-1H-pyrido[4,3-b]indole). Reaction SMILES: [CH3:1][N:2]1[CH2:24][CH2:23][C:5]2[N:6]([C:14]#[C:15][C:16]3[CH:21]=[CH:20][C:19]([CH3:22])=[CH:18][N:17]=3)[C:7]3[CH:8]=[CH:9][C:10]([CH3:13])=[CH:11][C:12]=3[C:4]=2[CH2:3]1>CO.[Pd]>[CH3:1][N:2]1[CH2:24][CH2:23][C:5]2[N:6]([CH2:14][CH2:15][C:16]3[CH:21]=[CH:20][C:19]([CH3:22])=[CH:18][N:17]=3)[C:7]3[CH:8]=[CH:9][C:10]([CH3:13])=[CH:11][C:12]=3[C:4]=2[CH2:3]1. Procedure: To a degassed stirred solution of 2,8-dimethyl-5-(5-methyl-pyridin-2-ylethynyl)-2,3,4,5-tetrahydro-1H-pyrido[4,3-b]indole (110 mg, 0.349 mmol) in MeOH (5 mL) was added Pd/C (40 mg, 35% w/w) and purged the reaction mixture with H2 gas at RT for 2 h. The progress of reaction was monitored by TLC and NMR. Reaction mass was filtered through a Celite bed washed with MeOH (3×5 mL). Filtrate was concentrated under reduced pressure and residue was purified by reverse phase HPLC to yield 2,8-dimethyl-5-[...